Dataset: the Open Reaction Database (ORD), a public repository of structured organic reaction records. Task: describe an organic reaction: reactants, conditions, products, and yield The reactants are C1(CCCCC1)N1C=C(C(C2=CC(=C(C(=C12)F)F)F)=O)C(=O)O (1-cyclohexyl-6,7,8-trifluoro-1,4-dihydro-4-oxo-3-quinolinecarboxylic acid), 1,8-diazobicyclo[5.4.0]undec7-ene, C(C)NCC1CNCC1 (3-[(ethylamino)methyl]pyrrolidine). Solvent: C(C)#N (acetonitrile). Yields the product C1(CCCCC1)N1C=C(C(C2=CC(=C(C(=C12)F)N1CC(CC1)CNCC)F)=O)C(=O)O (1-cyclohexyl-7-[3-[(ethylamino)methyl]-1-pyrrolidinyl]-6,8-difluoro1,4-dihydro-4-oxo-3-quinolinecarboxylic acid). Isolated yield 80.6%. As a reaction SMILES: [CH:1]1([N:7]2[C:16]3[C:11](=[CH:12][C:13]([F:19])=[C:14](F)[C:15]=3[F:17])[C:10](=[O:20])[C:9]([C:21]([OH:23])=[O:22])=[CH:8]2)[CH2:6][CH2:5][CH2:4][CH2:3][CH2:2]1.[CH2:24]([NH:26][CH2:27][CH:28]1[CH2:32][CH2:31][NH:30][CH2:29]1)[CH3:25]>C(#N)C>[CH:1]1([N:7]2[C:16]3[C:11](=[CH:12][C:13]([F:19])=[C:14]([N:30]4[CH2:31][CH2:32][CH:28]([CH2:27][NH:26][CH2:24][CH3:25])[CH2:29]4)[C:15]=3[F:17])[C:10](=[O:20])[C:9]([C:21]([OH:23])=[O:22])=[CH:8]2)[CH2:6][CH2:5][CH2:4][CH2:3][CH2:2]1. Reported procedure: To 0.80 g (2.46 mmol) of 1-cyclohexyl-6,7,8-trifluoro-1,4-dihydro-4-oxo-3-quinolinecarboxylic acid in 15 ml of acetonitrile was added 0.37 g (2.46 mmol) of 1,8-diazobicyclo[5.4.0]undec7-ene and 0.33 g (2.58 mmol) of 3-[(ethylamino)methyl]pyrrolidine. The mixture was refluxed for one hour, cooled, filtered, and the solids washed with ether to give 0.86 g of 1-cyclohexyl-7-[3-[(ethylamino)methyl]-1-pyrrolidinyl]-6,8-difluoro1,4-dihydro-4-oxo-3-quinolinecarboxylic acid, mp 194°-196° C.